This data is from the Open Reaction Database (ORD), a public repository of structured organic reaction records. The task is: describe an organic reaction: reactants, conditions, products, and yield Reactants: C(C1=CC=CC=C1)N1CCC2(CC1)OC(C1=C2C=C(C=C1)Cl)=O (1′-benzyl-6-chloro-3H-spiro[2-benzofuran-1,4′-piperidine]-3-one), solution, B (borane), Cl (hydrochloric acid), [OH-].[Na+] (NaOH). Run in C1CCOC1 (THF), C1CCOC1 (THF). Run at temperature 0 celsius, time 30 minute. Product: C(C1=CC=CC=C1)N1CCC2(CC1)OCC1=C2C=C(C=C1)Cl (1′-Benzyl-6-chloro-3H-spiro[2-benzofuran-1,4′-piperidine]). The yield is 85.6%. As a reaction SMILES: [CH2:1]([N:8]1[CH2:13][CH2:12][C:11]2([C:17]3[CH:18]=[C:19]([Cl:22])[CH:20]=[CH:21][C:16]=3[C:15](=O)[O:14]2)[CH2:10][CH2:9]1)[C:2]1[CH:7]=[CH:6][CH:5]=[CH:4][CH:3]=1.B.Cl.[OH-].[Na+]>C1COCC1>[CH2:1]([N:8]1[CH2:13][CH2:12][C:11]2([C:17]3[CH:18]=[C:19]([Cl:22])[CH:20]=[CH:21][C:16]=3[CH2:15][O:14]2)[CH2:10][CH2:9]1)[C:2]1[CH:3]=[CH:4][CH:5]=[CH:6][CH:7]=1 |f:3.4|. Procedure details: To a solution of 1′-benzyl-6-chloro-3H-spiro[2-benzofuran-1,4′-piperidine]-3-one (1.1 g, 3.35 mmol) in THF (15 mL) was added 1 M solution of borane (Marxer, A; Rodriguez, H. R; McKenna, J. M; Tsai, H. M., J. Org. Chem., 1975, 40, 1427-1430) complex in THF (7 mL, 7.0 mmol) slowly at 0° C. After addition was complete, the reaction mixture was kept at room temperature for 30 minutes (min), then kept at reflux overnight, cooled to 0° C. and 6M aqueous hydrochloric acid (HCl) (3.5 mL) was added slowl... Reactants: C1CC2=NCCCN2C1 (DBN), Cl (HCl), C(C)OC(CN(C)S(=O)(=O)C1=C(SC=C1)C1OCCO1)=O (N-[[2-(1,3-dioxolan-2-yl)-3-thienyl]sulfonyl]-N-methyl-glycine Ethyl Ester), FC(C(=O)O)(F)F (trifluoroacetic acid). Reaction SMILES: [CH2:1]([O:3][C:4](=[O:21])[CH2:5][N:6]([S:8]([C:11]1[CH:15]=[CH:14][S:13][C:12]=1[CH:16]1OCCO1)(=[O:10])=[O:9])[CH3:7])[CH3:2].FC(F)(F)C(O)=O.C1CN2C(=NCCC2)C1.Cl>CC(C)=O.C(OCC)(=O)C.O>[CH3:7][N:6]1[C:5]([C:4]([O:3][CH2:1][CH3:2])=[O:21])=[CH:16][C:12]2[S:13][CH:14]=[CH:15][C:11]=2[S:8]1(=[O:10])=[O:9]. Procedure: A mixture of the product from Step C (5.86 g, 16.5 mmol) and trifluoroacetic acid (8 mL) in acetone (50 mL) was heated at reflux temperature for 1 h, cooled, and poured into water (100 mL). Acetone was evaporated and the aqueous was combined with a saturated aqueous solution of sodium bicarbonate (50 mL) and this mixture was extracted with ethyl acetate (2×150 mL). The combined extracts were dried (MgSO4) and evaporated to give a crude aldehyde which was dissolved in ethyl acetate (100 mL) follo... Run in O (water), CC(=O)C (acetone), C(C)(=O)OCC (ethyl acetate). Isolated yield 79.8%. Product: CN1S(C2=C(C=C1C(=O)OCC)SC=C2)(=O)=O (Ethyl 2-methyl-2H-thieno[2,3-e]-1,2-thiazine-3-carboxylate 1,1-dioxide). Reactants: mercuric acetate, C(C=C)(=O)OC (methyl acrylate), CO (methanol), [Br-].[K+] (potassium bromide). The solvent is O (water). Reaction conditions: time 3 day. The product is BrC(C(=O)OC)COC (methyl 2-bromo-3-methoxypropionate). As a reaction SMILES: [C:1]([O:5][CH3:6])(=[O:4])[CH:2]=[CH2:3].[Br-:7].[K+].[CH3:9][OH:10]>O>[Br:7][CH:2]([CH2:3][O:10][CH3:9])[C:1]([O:5][CH3:6])=[O:4] |f:1.2|. Procedure details: 480 g of mercuric acetate was added to a solution of 139 g of methyl acrylate in 170 ml of methanol. The resulting mixture was stirred for 3 days at room temperature. To the mixture, cooled in an ice bath, a solution of 100 g of potassium bromide in 600 ml of water was added. A heavy oil formed, was separated from the mixture and was extracted with chloroform. The extract was washed with water, dried (MgSO4) and filtered. The filtrate was heated to 60° C. and 36.9 g of bromine was added, drop-by... Starting materials: CC(C)C[AlH]CC(C)C (DIBAL-H), FC(OC1=CC=C(C=C1)C1=CC=C(C=C1)/C=C/C(=O)OC)(F)F (methyl (2E)-3-[4′-(trifluoromethoxy)[1,1′-biphenyl]-4-yl]-2-propenoate). Solvent: C1(=CC=CC=C1)C (toluene), C(Cl)Cl (CH2Cl2). Conditions: time 1 hour. The product is FC(OC1=CC=C(C=C1)C1=CC=C(C=C1)/C=C/CO)(F)F ((2E)-3-[4′-(trifluoromethoxy)[1,1′-biphenyl]-4-yl]-2-propen-1-ol). Isolated yield 53.9%. Reaction SMILES: CC(C[AlH]CC(C)C)C.[F:10][C:11]([F:32])([F:31])[O:12][C:13]1[CH:18]=[CH:17][C:16]([C:19]2[CH:24]=[CH:23][C:22](/[CH:25]=[CH:26]/[C:27](OC)=[O:28])=[CH:21][CH:20]=2)=[CH:15][CH:14]=1>C1(C)C=CC=CC=1.C(Cl)Cl>[F:10][C:11]([F:31])([F:32])[O:12][C:13]1[CH:14]=[CH:15][C:16]([C:19]2[CH:24]=[CH:23][C:22](/[CH:25]=[CH:26]/[CH2:27][OH:28])=[CH:21][CH:20]=2)=[CH:17][CH:18]=1. Reported procedure: DIBAL-H (20% w/w in toluene, 2 mL, 2.39 mmol) was added to a slurry of ester 100 (0.396 g, 1.23 mmol) in toluene (12 mL) at −78° C. The mixture was warmed to room temperature, stirred for 1 h, and then poured onto ice cold NH4Cl solution (50 mL). The mixture was diluted with CH2Cl2 (100 mL), filtered through Celite and the organic layer was dried and evaporated. Column chromatography of the residue on silica gel using gradient elution (CH2Cl2 to 95:5 CH2Cl2:EtOAc) gave (2E)-3-[4′-(trifluorometho... The reactants are BrC1=CC(=C(OCC(=O)O)C=C1)Cl ((4-bromo-2-chloro-phenoxy)-acetic acid), NC=1C=C(C(=O)N)C=CC1 (3-amino-benzamide), Cl.CN(CCCN=C=NCC)C (N-(3-dimethylaminopropyl)-N′-ethyl carbodiimide HCl), ON1N=NC2=C1C=CC=C2 (1-hydroxybenzotriazole), C(C)(C)N(C(C)C)CC (N,N-diisopropylethylamine). The solvent is CN(C)C=O (DMF). Run at time 8 hour. The product is BrC1=CC(=C(OCC(=O)NC=2C=C(C(=O)N)C=CC2)C=C1)Cl (3-[2-(4-bromo-2-chloro-phenoxy)acetyl-amino]-benzamide). Isolated yield 94.6%. As a reaction SMILES: [Br:1][C:2]1[CH:12]=[CH:11][C:5]([O:6][CH2:7][C:8]([OH:10])=O)=[C:4]([Cl:13])[CH:3]=1.[NH2:14][C:15]1[CH:16]=[C:17]([CH:21]=[CH:22][CH:23]=1)[C:18]([NH2:20])=[O:19].Cl.CN(C)CCCN=C=NCC.ON1C2C=CC=CC=2N=N1.C(N(CC)C(C)C)(C)C>CN(C=O)C>[Br:1][C:2]1[CH:12]=[CH:11][C:5]([O:6][CH2:7][C:8]([NH:14][C:15]2[CH:16]=[C:17]([CH:21]=[CH:22][CH:23]=2)[C:18]([NH2:20])=[O:19])=[O:10])=[C:4]([Cl:13])[CH:3]=1 |f:2.3|. Reported procedure: A mixture of 4-bromo-2-chloro-phenol (2.0 g, 9.64 mmol) and anhydrous potassium carbonate (4.0 g, 28.92 mmol) in dry DMF (30 ml) was heated at 60° C. for 1 h under Ar atmosphere. The mixture was then cooled to room temperature and ethyl chloroacetate (1.24 ml, 11.57 mmol) was added through septum using syringe. The mixture was stirred overnight at room temperature and poured into water with stirring. Stirring continued for 10 min, and then partitioned between ethyl acetate and water. The organic... Starting materials: CN(C)C=O, Cc1nc(-c2cccc(OC(F)(F)F)c2)ccc1CCl, [H-], [Na+], O, Oc1ccc(CCCCn2ccnn2)cc1. The product is Cc1nc(-c2cccc(OC(F)(F)F)c2)ccc1COc1ccc(CCCCn2ccnn2)cc1. As a reaction SMILES: [CH3:40][N:41]([CH3:42])[CH:43]=[O:44].[Cl:19][CH2:20][c:21]1[c:22]([CH3:38])[n:23][c:24](-[c:27]2[cH:28][c:29]([O:33][C:34]([F:35])([F:36])[F:37])[cH:30][cH:31][cH:32]2)[cH:25][cH:26]1.[H-:1].[Na+:2].[OH2:39].[n:3]1([CH2:8][CH2:9][CH2:10][CH2:11][c:12]2[cH:13][cH:14][c:15]([OH:18])[cH:16][cH:17]2)[n:4][n:5][cH:6][cH:7]1>>[n:3]1([CH2:8][CH2:9][CH2:10][CH2:11][c:12]2[cH:13][cH:14][c:15]([O:18][CH2:20][c:21]3[c:22]([CH3:38])[n:23][c:24](-[c:27]4[cH:28][c:29]([O:33][C:34]([F:35])([F:36])[F:37])[cH:30][cH:31][cH:32]4)[cH:25][cH:26]3)[cH:16][cH:17]2)[n:4][n:5][cH:6][cH:7]1. Reactants: CC=1C(=NC=C(C1)N1N=NN=C1)OCC[C@H]1[C@H](C1)C1CCN(CC1)C(=O)OCC1=CC=CC=C1 (benzyl 4-[(1R,2S)-2-(2-{[3-methyl-5-(1H-tetrazol-1-yl)pyridin-2-yl]oxy}ethyl)cyclopropyl]piperidine-1-carboxylate), CCO (EtOH). The reagents and catalysts are [Pd] (Pd/C). Product: CC=1C(=NC=C(C1)N1N=NN=C1)OCC[C@H]1[C@H](C1)C1CCN(CC1)C(=O)OC1(CC1)C (1-methylcyclopropyl 4-[(1R,2S)-2-(2-{[3-methyl-5-(1H-tetrazol-1 yl)pyridin-2-yl]oxy}ethyl)cyclopropyl]piperidine-1-carboxylate), crude product. RXN SMILES: [CH3:1][C:2]1[C:3]([O:13][CH2:14][CH2:15][C@@H:16]2[CH2:18][C@@H:17]2[CH:19]2[CH2:24][CH2:23][N:22]([C:25]([O:27][CH2:28][C:29]3C=CC=C[CH:30]=3)=[O:26])[CH2:21][CH2:20]2)=[N:4][CH:5]=[C:6]([N:8]2[CH:12]=[N:11][N:10]=[N:9]2)[CH:7]=1.[CH3:35]CO>[Pd]>[CH3:1][C:2]1[C:3]([O:13][CH2:14][CH2:15][C@@H:16]2[CH2:18][C@@H:17]2[CH:19]2[CH2:24][CH2:23][N:22]([C:25]([O:27][C:28]3([CH3:35])[CH2:30][CH2:29]3)=[O:26])[CH2:21][CH2:20]2)=[N:4][CH:5]=[C:6]([N:8]2[CH:12]=[N:11][N:10]=[N:9]2)[CH:7]=1. Reported procedure: A solution of benzyl 4-[(1R,2S)-2-(2-{[3-methyl-5-(1H-tetrazol-1-yl)pyridin-2-yl]oxy}ethyl)cyclopropyl]piperidine-1-carboxylate (920 mg, 1.99 mmol) in 5 ml of EtOH was treated with 200 mg of Pd/C under a balloon of H2 gas for 3.5 hours. The suspension was filtered through a plug of celite and the filtrate was concentrated to afford the title compound as a crude product to be used for the next step. LC/MS (m/z): 329 (M+H)+.